From a dataset of the Open Reaction Database (ORD), a public repository of structured organic reaction records. describe an organic reaction: reactants, conditions, products, and yield Starting materials: BrC1=CC=C(C=N1)C=O (6-bromopyridine-3-carboxaldehyde), ether-toluene, solution, C(C)[Mg]Cl (ethylmagnesium chloride). Procedure details: To a chilled (0° C.) solution of 6-bromopyridine-3-carboxaldehyde (15.0 g, 80.6 mmol) in a 1:1 mixture of ether-toluene (400 mL) is added a 2 M solution of ethylmagnesium chloride (40.0 mL, 80.0 mmol) in THF over a 15 minute period. After 4 hours, the mixture is diluted with saturated aqueous ammonium chloride (300 mL) and the organic layer is separated. The aqueous layer is extracted with EtOAc (2×100 mL). The combined organic layers are washed with brine (2×50 mL), dried over magnesium sulfate... Conditions: time 4 hour. Product: BrC1=CC=C(C=N1)C(CC)O (1-(6-bromopyridin-3-yl)-propan-1-ol). RXN SMILES: [Br:1][C:2]1[N:7]=[CH:6][C:5]([CH:8]=[O:9])=[CH:4][CH:3]=1.[CH2:10]([Mg]Cl)[CH3:11]>C1COCC1.[Cl-].[NH4+]>[Br:1][C:2]1[N:7]=[CH:6][C:5]([CH:8]([OH:9])[CH2:10][CH3:11])=[CH:4][CH:3]=1 |f:3.4|. Solvent: C1CCOC1 (THF), [Cl-].[NH4+] (ammonium chloride).